Dataset: the Open Reaction Database (ORD), a public repository of structured organic reaction records. Task: describe an organic reaction: reactants, conditions, products, and yield The reactants are CC(=O)O[BH-](OC(C)=O)OC(C)=O, CC(=O)O, CN(C)C=O, CS(=O)(=O)Nc1cc(C(O)CN)ccc1O, [Na+], CCOC(=O)NC(=O)CNS(=O)(=O)c1ccc(N2CCC(=O)CC2)cc1. Product: CCOC(=O)NC(=O)CNS(=O)(=O)c1ccc(N2CCC(NCC(O)c3ccc(O)c(NS(C)(=O)=O)c3)CC2)cc1. Reaction SMILES: [C:43]([O:44][BH-:45]([O:46][C:47](=[O:48])[CH3:49])[O:50][C:51](=[O:52])[CH3:53])(=[O:54])[CH3:55].[CH3:57][C:58](=[O:59])[OH:60].[CH3:61][N:62]([CH3:63])[CH:64]=[O:65].[NH2:27][CH2:28][CH:29]([OH:30])[c:31]1[cH:32][cH:33][c:34]([OH:42])[c:35]([NH:37][S:38](=[O:39])(=[O:40])[CH3:41])[cH:36]1.[Na+:56].[O:1]=[C:2]1[CH2:3][CH2:4][N:5]([c:8]2[cH:9][cH:10][c:11]([S:14](=[O:15])(=[O:16])[NH:17][CH2:18][C:19](=[O:20])[NH:21][C:22]([O:23][CH2:24][CH3:25])=[O:26])[cH:12][cH:13]2)[CH2:6][CH2:7]1>>[CH:2]1([NH:27][CH2:28][CH:29]([OH:30])[c:31]2[cH:32][cH:33][c:34]([OH:42])[c:35]([NH:37][S:38](=[O:39])(=[O:40])[CH3:41])[cH:36]2)[CH2:3][CH2:4][N:5]([c:8]2[cH:9][cH:10][c:11]([S:14](=[O:15])(=[O:16])[NH:17][CH2:18][C:19](=[O:20])[NH:21][C:22]([O:23][CH2:24][CH3:25])=[O:26])[cH:12][cH:13]2)[CH2:6][CH2:7]1. Reactants: O=C([O-])[O-], COCCCCOS(C)(=O)=O, [Cs+], [Cs+], O, CCCN(C(=O)c1nc2ccccc2[nH]1)C1CC(C(=O)N2CCOCC2)CN(C(=O)OC(C)(C)C)C1. Product: CCCN(C(=O)c1nc2ccccc2n1CCCCOC)C1CC(C(=O)N2CCOCC2)CN(C(=O)OC(C)(C)C)C1. As a reaction SMILES: [C:48](=[O:49])([O-:50])[O-:51].[CH3:37][S:38]([O:39][CH2:42][CH2:43][CH2:44][CH2:45][O:46][CH3:47])(=[O:40])=[O:41].[Cs+:52].[Cs+:53].[OH2:54].[nH:1]1[c:2]([C:10](=[O:11])[N:12]([CH:13]2[CH2:14][N:15]([C:27](=[O:28])[O:29][C:30]([CH3:31])([CH3:32])[CH3:33])[CH2:16][CH:17]([C:19](=[O:20])[N:21]3[CH2:22][CH2:23][O:24][CH2:25][CH2:26]3)[CH2:18]2)[CH2:34][CH2:35][CH3:36])[n:3][c:4]2[c:5]1[cH:6][cH:7][cH:8][cH:9]2>>[n:1]1([CH2:42][CH2:43][CH2:44][CH2:45][O:46][CH3:47])[c:2]([C:10](=[O:11])[N:12]([CH:13]2[CH2:14][N:15]([C:27](=[O:28])[O:29][C:30]([CH3:31])([CH3:32])[CH3:33])[CH2:16][CH:17]([C:19](=[O:20])[N:21]3[CH2:22][CH2:23][O:24][CH2:25][CH2:26]3)[CH2:18]2)[CH2:34][CH2:35][CH3:36])[n:3][c:4]2[c:5]1[cH:6][cH:7][cH:8][cH:9]2. Starting materials: O=C(n1ccnc1)n1ccnc1, O=C([O-])O, CC#N, Cl, Cc1ccc(N)c(C(=O)O)c1, NC1CCC(=O)NC1=O, [Na+]. The product is Cc1ccc(N)c(C(=O)NC2CCC(=O)NC2=O)c1. As a reaction SMILES: [C:12]([n:13]1[cH:14][cH:15][n:16][cH:17]1)([n:18]1[cH:19][cH:20][n:21][cH:22]1)=[O:23].[C:34](=[O:35])([O-:36])[OH:37].[CH3:39][C:40]#[N:41].[ClH:24].[NH2:1][c:2]1[c:3]([C:4](=[O:5])[OH:6])[cH:7][c:8]([CH3:11])[cH:9][cH:10]1.[NH2:25][CH:26]1[C:27](=[O:33])[NH:28][C:29](=[O:32])[CH2:30][CH2:31]1.[Na+:38]>>[NH2:1][c:2]1[c:3]([C:4](=[O:6])[NH:25][CH:26]2[C:27](=[O:33])[NH:28][C:29](=[O:32])[CH2:30][CH2:31]2)[cH:7][c:8]([CH3:11])[cH:9][cH:10]1. Reactants: ClC1=CC=C(C=C1)C(C(O)C1=C(C=C(C=C1)Cl)Cl)(CN1N=CN=C1)O (2-(4-chlorophenyl)-1-(2,4-dichlorophenyl)-3-(1H-1,2,4-triazol-1-yl)-1,2-propanediol), mineral oil, [H-].[Na+] (sodium hydride), BrCCl (bromochloromethane), ice water, CCOCC (ether). The solvent is CN(C=O)C (dimethylformamide). The product is ClC1=CC=C(C=C1)C1(OCOC1C1=C(C=C(C=C1)Cl)Cl)CN1N=CN=C1 (4-(4-chlorophenyl)-5-(2,4-dichlorophenyl)-4-(1H-1,2,4-triazol-1-yl)methyl-1,3-dioxolane). Yield: 54.4%. Reaction SMILES: [Cl:1][C:2]1[CH:7]=[CH:6][C:5]([C:8]([OH:25])([CH2:19][N:20]2[CH:24]=[N:23][CH:22]=[N:21]2)[CH:9]([C:11]2[CH:16]=[CH:15][C:14]([Cl:17])=[CH:13][C:12]=2[Cl:18])[OH:10])=[CH:4][CH:3]=1.[H-].[Na+].Br[CH2:29]Cl.CCOCC>CN(C)C=O>[Cl:1][C:2]1[CH:7]=[CH:6][C:5]([C:8]2([CH2:19][N:20]3[CH:24]=[N:23][CH:22]=[N:21]3)[CH:9]([C:11]3[CH:16]=[CH:15][C:14]([Cl:17])=[CH:13][C:12]=3[Cl:18])[O:10][CH2:29][O:25]2)=[CH:4][CH:3]=1 |f:1.2|. Reported procedure: To a solution of 500 mg of 2-(4-chlorophenyl)-1-(2,4-dichlorophenyl)-3-(1H-1,2,4-triazol-1-yl)-1,2-propanediol in 5 ml of dry dimethylformamide is added 180 mg of 50% mineral oil dispersion of sodium hydride under ice cooling. Five minutes later 490 mg of bromochloromethane is added to the mixture, which is allowed to react at a temperature of 50° C. for 1 hour. The reaction mixture is mixed with ice water and shaken with ether. The ethereal layer is washed with water, dried over anhydrous sodiu... The product is COC(=O)N1C[C@H]([C@H](CC1)OCC1=CC(=CC(=C1)C(F)(F)F)C(F)(F)F)C1=CC=CC=C1 (cis-4-[[3,5-Bis(trifluoromethyl)benzyl]oxy]-3-phenylpiperidine-1-carboxylic acid methyl ester). Reaction SMILES: Cl.[F:2][C:3]([F:29])([F:28])[C:4]1[CH:5]=[C:6]([CH:21]=[C:22]([C:24]([F:27])([F:26])[F:25])[CH:23]=1)[CH2:7][O:8][C@H:9]1[CH2:14][CH2:13][NH:12][CH2:11][C@H:10]1[C:15]1[CH:20]=[CH:19][CH:18]=[CH:17][CH:16]=1.Cl[C:31]([O:33][CH3:34])=[O:32]>>[CH3:34][O:33][C:31]([N:12]1[CH2:13][CH2:14][C@H:9]([O:8][CH2:7][C:6]2[CH:21]=[C:22]([C:24]([F:27])([F:25])[F:26])[CH:23]=[C:4]([C:3]([F:2])([F:28])[F:29])[CH:5]=2)[C@H:10]([C:15]2[CH:16]=[CH:17][CH:18]=[CH:19][CH:20]=2)[CH2:11]1)=[O:32] |f:0.1|. Procedure details: The compound (0.15 g) obtained in Example 1 and methyl chloroformate (0.040 ml) were reacted and treated in the same manner as in the method described in Example 2 to obtain the title compound as colorless oil (0.11 g, 67%). The yield is 67.0%. Starting materials: Cl.FC(C=1C=C(CO[C@@H]2[C@@H](CNCC2)C2=CC=CC=C2)C=C(C1)C(F)(F)F)(F)F (cis-4-[[3,5-Bis(trifluoromethyl)benzyl]oxy]-3-phenylpiperidine hydrochloride), ClC(=O)OC (methyl chloroformate). The reactants are C(CCCCCCCCCCC)N(S(=O)(=O)C1=CC=C(C2=CC=CC=C12)O)CCCCCCCCCCCC (4-(N,N-didodecylsulfamyl)-1-naphthol), [OH-].[Na+] (sodium hydroxide), COC1=CC=C(C=C1)N (p-anisidine), N(=O)[O-].[Na+] (sodium nitrite), diazonium salt. Solvent: O1CCCC1 (tetrahydrofuran), CO (methanol), O (water), O (water). Conditions: time 2 hour. Product: C(CCCCCCCCCCC)N(S(=O)(=O)C1=CC(=C(C2=CC=CC=C12)O)N=NC1=CC=C(C=C1)OC)CCCCCCCCCCCC (4-(N,N-didodecylsulfamyl)-2-(p-methoxyphenylazo)-1-naphthol). Isolated yield 77.9%. Reaction SMILES: [CH2:1]([N:13]([CH2:28][CH2:29][CH2:30][CH2:31][CH2:32][CH2:33][CH2:34][CH2:35][CH2:36][CH2:37][CH2:38][CH3:39])[S:14]([C:17]1[C:26]2[C:21](=[CH:22][CH:23]=[CH:24][CH:25]=2)[C:20]([OH:27])=[CH:19][CH:18]=1)(=[O:16])=[O:15])[CH2:2][CH2:3][CH2:4][CH2:5][CH2:6][CH2:7][CH2:8][CH2:9][CH2:10][CH2:11][CH3:12].[OH-].[Na+].[CH3:42][O:43][C:44]1[CH:49]=[CH:48][C:47]([NH2:50])=[CH:46][CH:45]=1.[N:51]([O-])=O.[Na+]>O1CCCC1.O.CO>[CH2:28]([N:13]([CH2:1][CH2:2][CH2:3][CH2:4][CH2:5][CH2:6][CH2:7][CH2:8][CH2:9][CH2:10][CH2:11][CH3:12])[S:14]([C:17]1[C:26]2[C:21](=[CH:22][CH:23]=[CH:24][CH:25]=2)[C:20]([OH:27])=[C:19]([N:51]=[N:50][C:47]2[CH:48]=[CH:49][C:44]([O:43][CH3:42])=[CH:45][CH:46]=2)[CH:18]=1)(=[O:16])=[O:15])[CH2:29][CH2:30][CH2:31][CH2:32][CH2:33][CH2:34][CH2:35][CH2:36][CH2:37][CH2:38][CH3:39] |f:1.2,4.5|. Procedure: A solution of 30.7 g (0.027 mole) crude 4-(N,N-didodecylsulfamyl)-1-naphthol in a mixture of 100 ml tetrahydrofuran, 100 ml methanol, and 4.2 ml 50% sodium hydroxide solution was cooled in an ice-acetone bath and treated with a diazonium salt solution prepared from 3.30 g (0.027 mole) p-anisidine in 20 ml water containing 4.5 ml concentrated hydrochloric acid and 1.85 g (0.027 mole) sodium nitrite in 5 ml of water. The mixture was stirred at 0°-10° C. for 2 hr., allowed to warm to room temperatu... The reactants are O.NN (Hydrazine hydrate), N1=C2C(=CC=C1)C(=O)OC2=O (pyridine-2,3-dicarboxylic anhydride), C(C)(=O)[O-].[Na+] (sodium acetate). Solvent: C(C)(=O)O.O (acetic acid water). Yields the product N1=CC=CC2=C1C(NNC2=O)=O (6,7-Dihydro-pyrido[2,3-d]pyridazine-5,8-dione). Yield: 76.2%. Reaction SMILES: O.[NH2:2][NH2:3].[N:4]1[CH:9]=[CH:8][CH:7]=[C:6]2[C:10](O[C:13](=[O:14])[C:5]=12)=[O:11].C([O-])(=O)C.[Na+]>C(O)(=O)C.O>[N:4]1[C:5]2[C:13](=[O:14])[NH:2][NH:3][C:10](=[O:11])[C:6]=2[CH:7]=[CH:8][CH:9]=1 |f:0.1,3.4,5.6|. Procedure details: Hydrazine hydrate (13.09 g, 0.261 mol) was added to a stirred solution of pyridine-2,3-dicarboxylic anhydride (30.0 g, 0.201 mol) and sodium acetate (21.45 g, 0.261 mol) in 40% acetic acid/water (400 ml). The reaction was heated at reflux for 3 days under nitrogen. The yellow precipitate was filtered off and washed successively with water (4×200 ml), hexane (3×150 ml) and diethyl ether (3×150 ml) to give the title-compound (25.0 g, 76%), 1H NMR (250 MHz, d6-DMSO) δ 7.90 (1H, q, J=4.5Hz, Ar—H), 8... The reactants are FC=1C(NC(NC1)=O)=O (5-fluorouracil), C(CCC)N=C=O (n-butyl isocyanate). Run in CN(C=O)C (dimethyl formamide). Run at time 24 hour. Yields the product C(CCC)NC(=O)N1C(=O)NC(=O)C(=C1)F (1-(n-butylcarbamoyl)-5-fluorouracil). Isolated yield 72.4%. As a reaction SMILES: [F:1][C:2]1[C:3](=[O:9])[NH:4][C:5](=[O:8])[NH:6][CH:7]=1.[CH2:10]([N:14]=[C:15]=[O:16])[CH2:11][CH2:12][CH3:13]>CN(C)C=O>[CH2:10]([NH:14][C:15]([N:6]1[CH:7]=[C:2]([F:1])[C:3](=[O:9])[NH:4][C:5]1=[O:8])=[O:16])[CH2:11][CH2:12][CH3:13]. Procedure: 13.0g (0.10 mole) of 5-fluorouracil was dissolved in 70 ml of dimethyl formamide, then 11.9g (0.12 mole) of n-butyl isocyanate was added thereto at room temperature and stirred at the same temperature for 24 hours. The reaction mixture was concentrated to 40ml by removing dimethyl formamide and excess n-butyl isocyanate under reduced pressure. The residue was poured into 300ml of water and resultant precipitate was filtered off. The precipitate was washed and dried and 16.6g (72.3% yield) of 1-(... The reactants are ClC1=NC=CC=C1C(CN1C2=C(C=3C=C(C=CC13)C)CN(CC2)C)(C)O (2-(2-Chloropyridin-3-yl)-1-(2,8-dimethyl-3,4-dihydro-1H-pyrido[4,3-b]indol-5(2H)-yl)propan-2-ol), [OH-].[K+] (potassium hydroxide). Run in C(C)(C)(C)O (tert. butanol), [Cl-].[Na+].O (brine). Reaction conditions: temperature 90 celsius. The product is CN1CC2=C(N(C=3C=CC(=CC23)C)CC(C)(O)C=2C(NC=CC2)=O)CC1 (3-(1-(1,2,3,4-tetrahydro-2,8-dimethylpyrido[4,3-b]indol-5-yl)-2-hydroxypropan-2-yl)pyridin-2(1H)-one). The yield is 36.0%. As a reaction SMILES: Cl[C:2]1[C:7]([C:8]([OH:26])([CH3:25])[CH2:9][N:10]2[C:18]3[CH:17]=[CH:16][C:15]([CH3:19])=[CH:14][C:13]=3[C:12]3[CH2:20][N:21]([CH3:24])[CH2:22][CH2:23][C:11]2=3)=[CH:6][CH:5]=[CH:4][N:3]=1.[OH-:27].[K+]>C(O)(C)(C)C.[Cl-].[Na+].O>[CH3:24][N:21]1[CH2:22][CH2:23][C:11]2[N:10]([CH2:9][C:8]([C:7]3[C:2](=[O:27])[NH:3][CH:4]=[CH:5][CH:6]=3)([OH:26])[CH3:25])[C:18]3[CH:17]=[CH:16][C:15]([CH3:19])=[CH:14][C:13]=3[C:12]=2[CH2:20]1 |f:1.2,4.5.6|. Reported procedure: 2-(2-Chloropyridin-3-yl)-1-(2,8-dimethyl-3,4-dihydro-1H-pyrido[4,3-b]indol-5(2H)-yl)propan-2-ol (100 mg, 0.277 mmol) and crushed potassium hydroxide (106 mg, 1.89 mmol) in 3 mL tert. butanol were heated at 90° C. for 4 h. The reaction mixture was monitored by TLC and LCMS. The reaction mixture was cooled at RT, diluted with 100 mL brine solution and extracted with EtOAc (3×100 mL). The combined organic layer was washed with brine (3×100 mL), dried over anhydrous sodium sulfate and concentrated t...